Dataset: the Open Reaction Database (ORD), a public repository of structured organic reaction records. Task: describe an organic reaction: reactants, conditions, products, and yield The reactants are 1.9C, CC(C)(C)OC(N(C)C)N(C)C (Bredereck's reagent), compound B, C(C)(=O)C=1C=C2C3=C(N(C2=CC1)C)N(C(C(=C3)C3=C(C=C(C=C3)Cl)F)=O)C (6-acetyl-3-(4-chloro-2-fluorophenyl)-1,9-dimethyl-1,9-dihydropyrido[2,3-b]indol-2-one). The product is ClC1=CC(=C(C=C1)C1=CC2=C(N(C3=CC=C(C=C23)C(C=CN(C)C)=O)C)N(C1=O)C)F (3-(4-Chloro-2-fluorophenyl)-6-(3-dimethylaminoacryloyl)-1,9-dimethyl-1,9-dihydropyrido[2,3-b]indol-2-one). As a reaction SMILES: [C:1]([C:4]1[CH:5]=[C:6]2[C:10](=[CH:11][CH:12]=1)[N:9]([CH3:13])[C:8]1[N:14]([CH3:27])[C:15](=[O:26])[C:16]([C:18]3[CH:23]=[CH:22][C:21]([Cl:24])=[CH:20][C:19]=3[F:25])=[CH:17][C:7]2=1)(=[O:3])[CH3:2].CC(O[CH:33](N(C)C)[N:34]([CH3:36])[CH3:35])(C)C>>[Cl:24][C:21]1[CH:22]=[CH:23][C:18]([C:16]2[C:15](=[O:26])[N:14]([CH3:27])[C:8]3[N:9]([CH3:13])[C:10]4[C:6]([C:7]=3[CH:17]=2)=[CH:5][C:4]([C:1](=[O:3])[CH:2]=[CH:33][N:34]([CH3:36])[CH3:35])=[CH:12][CH:11]=4)=[C:19]([F:25])[CH:20]=1. Reported procedure: The process is carried out as indicated in preparation 1.9C above, with compound B 6-acetyl-3-(4-chloro-2-fluorophenyl)-1,9-dimethyl-1,9-dihydropyrido[2,3-b]indol-2-one and Bredereck's reagent. Starting materials: [BH4-], CCOCC, [Cl-], [Cl-], Cl, CCOC(=O)C(Cc1ccc(C(F)(F)F)cc1)C(=O)c1ccc(F)c(F)c1, [Na+], [Zn+2]. The product is CCOC(=O)C(Cc1ccc(C(F)(F)F)cc1)C(O)c1ccc(F)c(F)c1. RXN SMILES: [BH4-:1].[CH3:31][CH2:32][O:33][CH2:34][CH3:35].[Cl-:36].[Cl-:38].[ClH:30].[F:3][c:4]1[cH:5][c:6]([C:11]([CH:12]([C:13](=[O:14])[O:15][CH2:16][CH3:17])[CH2:18][c:19]2[cH:20][cH:21][c:22]([C:25]([F:26])([F:27])[F:28])[cH:23][cH:24]2)=[O:29])[cH:7][cH:8][c:9]1[F:10].[Na+:2].[Zn+2:37]>>[F:3][c:4]1[cH:5][c:6]([CH:11]([CH:12]([C:13](=[O:14])[O:15][CH2:16][CH3:17])[CH2:18][c:19]2[cH:20][cH:21][c:22]([C:25]([F:26])([F:27])[F:28])[cH:23][cH:24]2)[OH:29])[cH:7][cH:8][c:9]1[F:10]. Reactants: CCCCCCCC/C=C\CCCCCCCC(=O)OCC([C@@H]1[C@@H]([C@H](CO1)O)O)O (sorbitan monooleate), C(CCCCCCC\C=C/CCCCCCCC)(=O)O (oleic acid), C(C(=C)C)(=O)OCCCCCCCCCCCC (dodecyl methacrylate), C(C=C)(=O)N (acrylamide), pentasodium, C(CN(CC(=O)O)CC(=O)O)N(CCN(CC(=O)O)CC(=O)O)CC(=O)O (diethylenetriaminepentaacetic acid), resin. Solvent: hydrocarbon, O (water), O (water), O (water). Conditions: time 20 minute. The product is C(C=C)(=O)N.C(C(=C)C)(=O)OCCCCCCCCCCCC (acrylamide dodecyl methacrylate). RXN SMILES: [C:1]([NH2:5])(=[O:4])[CH:2]=[CH2:3].C(N(CC(O)=O)CCN(CC(O)=O)CC(O)=O)CN(CC(O)=O)CC(O)=O.CCCCCCCC/C=C\CCCCCCCC(OCC(O)[C@H]1OC[C@H](O)[C@H]1O)=O.C(O)(=O)CCCCCCC/C=C\CCCCCCCC.[C:83]([O:88][CH2:89][CH2:90][CH2:91][CH2:92][CH2:93][CH2:94][CH2:95][CH2:96][CH2:97][CH2:98][CH2:99][CH3:100])(=[O:87])[C:84]([CH3:86])=[CH2:85]>O>[C:1]([NH2:5])(=[O:4])[CH:2]=[CH2:3].[C:83]([O:88][CH2:89][CH2:90][CH2:91][CH2:92][CH2:93][CH2:94][CH2:95][CH2:96][CH2:97][CH2:98][CH2:99][CH3:100])(=[O:87])[C:84]([CH3:86])=[CH2:85] |f:6.7|. Procedure details: A water-in-oil emulsion of an acrylamide/dodecyl methacrylate copolymer is prepared by first dispersing 112.5 g of acrylamide and 0.09 g of the pentasodium salt of diethylenetriaminepentaacetic acid in 166.5 g of water to form the aqueous phase. The oil phase is made by dissolving 2.25 g of sorbitan monooleate, 3.3 g of isopropanolamide of oleic acid, and 12 g of dodecyl methacrylate in 103.2 g of Isopar® M (a liquid hydrocarbon). The aqueous phase is then added to the oil phase in a Waring blen...